Dataset: the Open Reaction Database (ORD), a public repository of structured organic reaction records. Task: describe an organic reaction: reactants, conditions, products, and yield The reactants are Cn1ccc2ccc(F)cc21, [Na+], CN(C)C=O, [OH-], O, O=P(Cl)(Cl)Cl. Product: Cn1cc(C=O)c2ccc(F)cc21. RXN SMILES: [F:6][c:7]1[cH:8][cH:9][c:10]2[cH:11][cH:12][n:13]([CH3:16])[c:14]2[cH:15]1.[Na+:19].[O:20]=[CH:21][N:22]([CH3:23])[CH3:24].[OH-:18].[OH2:17].[P:1]([Cl:2])([Cl:3])([Cl:4])=[O:5]>>[F:6][c:7]1[cH:8][cH:9][c:10]2[c:11]([CH:21]=[O:20])[cH:12][n:13]([CH3:16])[c:14]2[cH:15]1. Starting materials: C(=O)[C@H]1N(CC2=CC=CC=C2C1)C(=O)OC(C)(C)C ((S)-tert-butyl 3-formyl-3,4-dihydroisoquinoline-2(1H)-carboxylate), CNCCO (2-(methylamino)ethanol). Yields the product CN(CCO)C[C@H]1NCC2=CC=CC=C2C1 ((S)-2-(Methyl((1,2,3,4-tetrahydroisoquinolin-3-yl)methyl)amino)ethanol). RXN SMILES: [CH:1]([C@@H:3]1[CH2:12][C:11]2[C:6](=[CH:7][CH:8]=[CH:9][CH:10]=2)[CH2:5][N:4]1C(OC(C)(C)C)=O)=O.[CH3:20][NH:21][CH2:22][CH2:23][OH:24]>>[CH3:20][N:21]([CH2:1][C@@H:3]1[CH2:12][C:11]2[C:6](=[CH:7][CH:8]=[CH:9][CH:10]=2)[CH2:5][NH:4]1)[CH2:22][CH2:23][OH:24]. Procedure: Following a procedure analogous to that for the synthesis of Example 107, (S)-tert-butyl 3-formyl-3,4-dihydroisoquinoline-2(1H)-carboxylate (58 mg, 0.22 mmol) and 2-(methylamino)ethanol (21.4 μL, 0.27 mmol) provided a crude oil which was used without purification in the preparation of Example 114. MS(ESI+) m/z 221.1 (M+H)+. The reactants are C(C1=CC=CC=C1)OC=1C=CC(=[N+](C1)[O-])C1CC(OC2=C1C=C(C=C2)C#N)(C)C (5-benzyloxy-2-(6-cyano-3,4-dihydro-2,2-dimethyl-2H-1-benzopyran-4-yl)pyridine N-oxide). Reagents/catalysts: [Pd] (palladium-on-carbon). The solvent is CO (methanol). Product: C(#N)C=1C=CC2=C(C(CC(O2)(C)C)C2=[N+](C=C(C=C2)O)[O-])C1 (2-(6-cyano-3,4-dihydro-2,2-dimethyl-2H-1-benzopyran-4-yl)-5-hydroxypyridine N-oxide). Yield: 31.1%. RXN SMILES: C([O:8][C:9]1[CH:10]=[CH:11][C:12]([CH:16]2[C:21]3[CH:22]=[C:23]([C:26]#[N:27])[CH:24]=[CH:25][C:20]=3[O:19][C:18]([CH3:29])([CH3:28])[CH2:17]2)=[N+:13]([O-:15])[CH:14]=1)C1C=CC=CC=1>CO.[Pd]>[C:26]([C:23]1[CH:24]=[CH:25][C:20]2[O:19][C:18]([CH3:29])([CH3:28])[CH2:17][CH:16]([C:12]3[CH:11]=[CH:10][C:9]([OH:8])=[CH:14][N+:13]=3[O-:15])[C:21]=2[CH:22]=1)#[N:27]. Procedure details: 0.21 g of 5-benzyloxy-2-(6-cyano-3,4-dihydro-2,2-dimethyl-2H-1-benzopyran-4-yl)pyridine N-oxide in 90 ml of methanol was hydrogenated over 10% palladium-on-carbon at room temperature and under atmospheric pressure for 30 minutes. The catalyst was removed by filtration and the filtrate was evaporated. The residue was chromatographed on silica gel using dichloromethane/methanol (19:1) for the elution to give 0.05 g of 2-(6-cyano-3,4-dihydro-2,2-dimethyl-2H-1-benzopyran-4-yl)-5-hydroxypyridine N-ox... Starting materials: COC=1C=C2N(C=3C=CC=CC3C3=C2C(C1)=C1C=CC=CC1=N3)C (6-methoxy-8-methyl-8H-quino[4,3,2-kl]acridine), CO (methanol), C(O)([O-])=O.[Na+] (sodium hydrogen carbonate), COC=1C=C2N(C=3C=CC=CC3C3=C2C(C1)=C1C=CC=CC1=N3)C (6-Methoxy-8-methyl-8H-quino[4,3,2-kl]acridine), C1=CC=CC=C1 (benzene). Run in C(C)(=O)OCC (ethyl acetate). Product: OC=1C=C2N(C=3C=CC=CC3C3=C2C(C1)=C1C=CC=CC1=N3)C (6-Hydroxy-8-methyl-8H-quino[4,3,2-kl]acridine). Isolated yield 99.7%. RXN SMILES: C[O:2][C:3]1[CH:4]=[C:5]2[C:14]3[C:15](=[C:17]4[C:22](=[N:23][C:13]=3[C:12]3[CH:11]=[CH:10][CH:9]=[CH:8][C:7]=3[N:6]2[CH3:24])[CH:21]=[CH:20][CH:19]=[CH:18]4)[CH:16]=1.C1C=CC=CC=1.CO.C(=O)([O-])O.[Na+]>C(OCC)(=O)C>[OH:2][C:3]1[CH:4]=[C:5]2[C:14]3[C:15](=[C:17]4[C:22](=[N:23][C:13]=3[C:12]3[CH:11]=[CH:10][CH:9]=[CH:8][C:7]=3[N:6]2[CH3:24])[CH:21]=[CH:20][CH:19]=[CH:18]4)[CH:16]=1 |f:3.4|. Procedure details: The general procedure (Method K, described below) applied to 6-methoxy-8-methyl-8H-quino[4,3,2-kl]acridine, 31 (400 mg, 1.28 mmol), dry benzene (100 ml) aluminium chloride (900 mg), methanol (100 ml), sat. aq. sodium hydrogen carbonate (40 ml), and ethyl acetate (100 ml) gave the title compound (381 mg, 1.27 mmol, 99.7%). The reactants are C=CC1CC1(NC(=O)C1CC(Oc2nc(-c3ccc(OC)cc3)nc3c(C)c(OC)ccc23)CC1C(=O)OC(C)(C)C)C(=O)OCC, CC[SiH](CC)CC, ClCCl, O=C(O)C(F)(F)F. Product: C=CC1CC1(NC(=O)C1CC(Oc2nc(-c3ccc(OC)cc3)nc3c(C)c(OC)ccc23)CC1C(=O)O)C(=O)OCC. Reaction SMILES: [C:1]([CH3:2])([CH3:3])([CH3:4])[O:5][C:6](=[O:7])[CH:8]1[CH:9]([C:35]([NH:36][C:37]2([C:42](=[O:43])[O:44][CH2:45][CH3:46])[CH:38]([CH:40]=[CH2:41])[CH2:39]2)=[O:47])[CH2:10][CH:11]([O:13][c:14]2[n:15][c:16](-[c:27]3[cH:28][cH:29][c:30]([O:33][CH3:34])[cH:31][cH:32]3)[n:17][c:18]3[c:19]([CH3:26])[c:20]([O:24][CH3:25])[cH:21][cH:22][c:23]23)[CH2:12]1.[CH2:58]([SiH:59]([CH2:60][CH3:61])[CH2:62][CH3:63])[CH3:64].[Cl:55][CH2:56][Cl:57].[F:48][C:49]([F:50])([F:51])[C:52]([OH:53])=[O:54]>>[O:5]=[C:6]([OH:7])[CH:8]1[CH:9]([C:35]([NH:36][C:37]2([C:42](=[O:43])[O:44][CH2:45][CH3:46])[CH:38]([CH:40]=[CH2:41])[CH2:39]2)=[O:47])[CH2:10][CH:11]([O:13][c:14]2[n:15][c:16](-[c:27]3[cH:28][cH:29][c:30]([O:33][CH3:34])[cH:31][cH:32]3)[n:17][c:18]3[c:19]([CH3:26])[c:20]([O:24][CH3:25])[cH:21][cH:22][c:23]23)[CH2:12]1. Reactants: CC(=O)OC1CC(c2nc(-c3ccccc3)c(-c3ccccc3)o2)N(C(=O)OCc2ccccc2)C1, CC#N, CO, Cl. Product: O=C(OCc1ccccc1)N1CC(O)CC1c1nc(-c2ccccc2)c(-c2ccccc2)o1. As a reaction SMILES: [C:1](=[O:2])([CH3:3])[O:4][CH:5]1[CH2:6][CH:7]([c:20]2[o:21][c:22](-[c:31]3[cH:32][cH:33][cH:34][cH:35][cH:36]3)[c:23](-[c:25]3[cH:26][cH:27][cH:28][cH:29][cH:30]3)[n:24]2)[N:8]([C:10](=[O:11])[O:12][CH2:13][c:14]2[cH:15][cH:16][cH:17][cH:18][cH:19]2)[CH2:9]1.[CH3:38][C:39]#[N:40].[CH3:41][OH:42].[ClH:37]>>[OH:4][CH:5]1[CH2:6][CH:7]([c:20]2[o:21][c:22](-[c:31]3[cH:32][cH:33][cH:34][cH:35][cH:36]3)[c:23](-[c:25]3[cH:26][cH:27][cH:28][cH:29][cH:30]3)[n:24]2)[N:8]([C:10](=[O:11])[O:12][CH2:13][c:14]2[cH:15][cH:16][cH:17][cH:18][cH:19]2)[CH2:9]1. Procedure details: 3-(2,3-Dichloro-4-hydroxyphenyl)-1-(5-(4-(methylthio)phenyl)thien-2-yl)propan-1-one is prepared from 3-(2,3-dichloro-4-hydroxyphenyl)-1-(5-(4-(methylthio)phenyl)thien-2-yl)prop-2-en-1-one according to general procedure C in solution in tetrahydrofuran. The reactants are ClC1=C(C=CC(=C1Cl)O)C=CC(=O)C=1SC(=CC1)C1=CC=C(C=C1)SC (3-(2,3-dichloro-4-hydroxyphenyl)-1-(5-(4-(methylthio)phenyl)thien-2-yl)prop-2-en-1-one). RXN SMILES: [Cl:1][C:2]1[C:7]([Cl:8])=[C:6]([OH:9])[CH:5]=[CH:4][C:3]=1[CH:10]=[CH:11][C:12]([C:14]1[S:15][C:16]([C:19]2[CH:24]=[CH:23][C:22]([S:25][CH3:26])=[CH:21][CH:20]=2)=[CH:17][CH:18]=1)=[O:13]>O1CCCC1>[Cl:1][C:2]1[C:7]([Cl:8])=[C:6]([OH:9])[CH:5]=[CH:4][C:3]=1[CH2:10][CH2:11][C:12]([C:14]1[S:15][C:16]([C:19]2[CH:20]=[CH:21][C:22]([S:25][CH3:26])=[CH:23][CH:24]=2)=[CH:17][CH:18]=1)=[O:13]. The solvent is O1CCCC1 (tetrahydrofuran). Product: ClC1=C(C=CC(=C1Cl)O)CCC(=O)C=1SC(=CC1)C1=CC=C(C=C1)SC (3-(2,3-Dichloro-4-hydroxyphenyl)-1-(5-(4-(methylthio)phenyl)thien-2-yl)propan-1-one). Reactants: CC(C)(C)OC(=O)CCN1CCC(c2ccc(OCc3ccc(C4CCCCC4)c(C(F)(F)F)c3)cc2)CC1, ClCCl, O=C(O)C(F)(F)F. Product: O=C(O)CCN1CCC(c2ccc(OCc3ccc(C4CCCCC4)c(C(F)(F)F)c3)cc2)CC1. RXN SMILES: [C:1]([CH3:2])([CH3:3])([CH3:4])[O:5][C:6]([CH2:7][CH2:8][N:9]1[CH2:10][CH2:11][CH:12]([c:15]2[cH:16][cH:17][c:18]([O:21][CH2:22][c:23]3[cH:24][c:25]([C:35]([F:36])([F:37])[F:38])[c:26]([CH:29]4[CH2:30][CH2:31][CH2:32][CH2:33][CH2:34]4)[cH:27][cH:28]3)[cH:19][cH:20]2)[CH2:13][CH2:14]1)=[O:39].[Cl:47][CH2:48][Cl:49].[F:40][C:41]([F:42])([F:43])[C:44]([OH:45])=[O:46]>>[O:5]=[C:6]([CH2:7][CH2:8][N:9]1[CH2:10][CH2:11][CH:12]([c:15]2[cH:16][cH:17][c:18]([O:21][CH2:22][c:23]3[cH:24][c:25]([C:35]([F:36])([F:37])[F:38])[c:26]([CH:29]4[CH2:30][CH2:31][CH2:32][CH2:33][CH2:34]4)[cH:27][cH:28]3)[cH:19][cH:20]2)[CH2:13][CH2:14]1)[OH:39]. The reactants are COC(=O)C=1C=C(C=CC1)C1=CC=C(C=C1)CNC(=O)C=1C(=NC=CC1)OC1=CC=C(C=C1)F (4′-[[[2-[4-Fluorophenoxy]-pyridine-3-carbonyl]-amino]-methyl]-biphenyl-3-carboxylic acid methyl ester), [OH-].[Na+] (NaOH), CO.ClCCl (methanol dichloromethane), Cl (HCl). The solvent is C(C)(C)(C)O (t-butanol), O (water), O (water). The product is FC1=CC=C(OC2=NC=CC=C2C(=O)NCC2=CC=C(C=C2)C2=CC(=CC=C2)C(=O)O)C=C1 (4′-[[[2-[4-Fluorophenoxy]-pyridine-3-carbonyl]-amino]-methyl]-biphenyl-3-carboxylic acid). The yield is 51.7%. Reaction SMILES: C[O:2][C:3]([C:5]1[CH:6]=[C:7]([C:11]2[CH:16]=[CH:15][C:14]([CH2:17][NH:18][C:19]([C:21]3[C:22]([O:27][C:28]4[CH:33]=[CH:32][C:31]([F:34])=[CH:30][CH:29]=4)=[N:23][CH:24]=[CH:25][CH:26]=3)=[O:20])=[CH:13][CH:12]=2)[CH:8]=[CH:9][CH:10]=1)=[O:4].[OH-].[Na+].Cl.CO.ClCCl>C(O)(C)(C)C.O>[F:34][C:31]1[CH:32]=[CH:33][C:28]([O:27][C:22]2[C:21]([C:19]([NH:18][CH2:17][C:14]3[CH:15]=[CH:16][C:11]([C:7]4[CH:8]=[CH:9][CH:10]=[C:5]([C:3]([OH:4])=[O:2])[CH:6]=4)=[CH:12][CH:13]=3)=[O:20])=[CH:26][CH:25]=[CH:24][N:23]=2)=[CH:29][CH:30]=1 |f:1.2,4.5|. Reported procedure: A mixture of 300 mg (0.66 mmol.) 4′-[[[2-[4-Fluorophenoxy]-pyridine-3-carbonyl]-amino]-methyl]-biphenyl-3-carboxylic acid methyl ester and 1.6 mL 1.0 N NaOH in 10 mL t-butanol and 3 mL water and refluxed for 4 hours. The mixture was poured into water, acidified to pH 1 with 2N HCl, then extracted with ethyl acetate. The ethyl acetate extracted were combined, washed successively with water, brine then dried (MgSO4) and concentrated to give an oil. Chromatography on Silica Gel eluting with methano...